From a dataset of the Open Reaction Database (ORD), a public repository of structured organic reaction records. describe an organic reaction: reactants, conditions, products, and yield Reaction SMILES: [NH:1]1[CH2:5][CH2:4][C@@H:3]([NH:6][C:7]2[C:12]([C:13]3[N:14]=[C:15]4[CH:21]=[CH:20][N:19]([CH2:22][O:23][CH2:24][CH2:25][Si:26]([CH3:29])([CH3:28])[CH3:27])[C:16]4=[N:17][CH:18]=3)=[CH:11][CH:10]=[CH:9][N:8]=2)[CH2:2]1.[C:30](Cl)(=[O:33])[CH2:31][CH3:32]>>[CH3:27][Si:26]([CH3:29])([CH3:28])[CH2:25][CH2:24][O:23][CH2:22][N:19]1[C:16]2=[N:17][CH:18]=[C:13]([C:12]3[C:7]([NH:6][C@@H:3]4[CH2:4][CH2:5][N:1]([C:30](=[O:33])[CH2:31][CH3:32])[CH2:2]4)=[N:8][CH:9]=[CH:10][CH:11]=3)[N:14]=[C:15]2[CH:21]=[CH:20]1. Reactants: N1C[C@@H](CC1)NC1=NC=CC=C1C=1N=C2C(=NC1)N(C=C2)COCC[Si](C)(C)C ((R)-pyrrolidin-3-yl-{3-[5-(2-trimethylsilanyl-ethoxymethyl)-5H-pyrrolo[2,3-b]pyrazin-2-yl]-pyridin-2-yl}-amine), C(CC)(=O)Cl (propionyl chloride). The product is C[Si](CCOCN1C=CC=2C1=NC=C(N2)C=2C(=NC=CC2)N[C@H]2CN(CC2)C(CC)=O)(C)C (1-((R)-3-{3-[5-(2-Trimethylsilanyl-ethoxymethyl)-5H-pyrrolo[2,3-b]pyrazin-2-yl]-pyridin-2-ylamino}-pyrrolidin-1-yl)-propan-1-one). Procedure: 1-((R)-3-{3-[5-(2-Trimethylsilanyl-ethoxymethyl)-5H-pyrrolo[2,3-b]pyrazin-2-yl]-pyridin-2-ylamino}-pyrrolidin-1-yl)-propan-1-one was prepared from (R)-pyrrolidin-3-yl-{3-[5-(2-trimethylsilanyl-ethoxymethyl)-5H-pyrrolo[2,3-b]pyrazin-2-yl]-pyridin-2-yl}-amine and propionyl chloride, following the general synthetic procedures described in the above Examples.